Dataset: the Open Reaction Database (ORD), a public repository of structured organic reaction records. Task: describe an organic reaction: reactants, conditions, products, and yield The reactants are C(C=C)N1CCNCC1 (1-Allylpiperazine), ClC1=CC=C2C=CC(=NC2=N1)N1C(C2=C(C1OC(=O)OC1=CC=CC=C1)SCCO2)=O (6-(7-chloro-1,8-naphthyridin-2-yl)-7-oxo-5-phenoxycarbonyloxy-2,3,6,7-tetrahydro-5H-1,4-oxathiino[2,3-c]pyrrole), C(C)(C)OC(C)C (diisopropyl ether). Solvent: C(C)#N (acetonitrile). Conditions: time 29 hour. Yields the product C(C=C)N1CCN(CC1)C(=O)OC1C2=C(C(N1C1=NC3=NC(=CC=C3C=C1)Cl)=O)OCCS2 (5-(4-allylpiperazine-1-yl)carbonyloxy-6-(7-chloro-1,8-naphthyridin-2-yl)-7-oxo-2,3,6,7-tetrahydro-5H-1,4-oxathiino[2,3-c]pyrrole). Isolated yield 63.5%. RXN SMILES: [CH2:1]([N:4]1[CH2:9][CH2:8][NH:7][CH2:6][CH2:5]1)[CH:2]=[CH2:3].[Cl:10][C:11]1[N:20]=[C:19]2[C:14]([CH:15]=[CH:16][C:17]([N:21]3[CH:25]([O:26][C:27](OC4C=CC=CC=4)=[O:28])[C:24]4[S:36][CH2:37][CH2:38][O:39][C:23]=4[C:22]3=[O:40])=[N:18]2)=[CH:13][CH:12]=1.C(OC(C)C)(C)C>C(#N)C>[CH2:1]([N:4]1[CH2:9][CH2:8][N:7]([C:27]([O:26][CH:25]2[N:21]([C:17]3[CH:16]=[CH:15][C:14]4[C:19](=[N:20][C:11]([Cl:10])=[CH:12][CH:13]=4)[N:18]=3)[C:22](=[O:40])[C:23]3[O:39][CH2:38][CH2:37][S:36][C:24]2=3)=[O:28])[CH2:6][CH2:5]1)[CH:2]=[CH2:3]. Reported procedure: 1-Allylpiperazine (6.3 g.) is added to a suspension of 6-(7-chloro-1,8-naphthyridin-2-yl)-7-oxo-5-phenoxycarbonyloxy-2,3,6,7-tetrahydro-5H-1,4-oxathiino[2,3-c]pyrrole (4.56 g.) in acetonitrile (25 cc.). The temperature of the reaction mixture rises to about 25° C. After 29 hours, diisopropyl ether (50 cc.) is added and the insoluble product is filtered off and washed with diisopropyl ether (2 × 15 cc.). After drying, 5-(4-allylpiperazine-1-yl)carbonyloxy-6-(7-chloro-1,8-naphthyridin-2-yl)-7-oxo-... Starting materials: BrC1=CC(=C(C(=O)OC(C)(C)C)C=C1)[N+](=O)[O-] (tert-butyl 4-bromo-2-nitrobenzoate), N1CCC2=CC=CC=C12 (indoline), C([O-])([O-])=O.[Cs+].[Cs+] (cesium carbonate), C(CC(O)(C(=O)O)CC(=O)O)(=O)O (citric acid), temperature,2-dicyclohexylphosphino-2′,4′,6′-triisopropylbiphenyl. Reagents/catalysts: C=1C=CC(=CC1)/C=C/C(=O)/C=C/C2=CC=CC=C2.C=1C=CC(=CC1)/C=C/C(=O)/C=C/C2=CC=CC=C2.C=1C=CC(=CC1)/C=C/C(=O)/C=C/C2=CC=CC=C2.[Pd].[Pd] (tris(dibenzylideneacetone)dipalladium(0)), C(C)(=O)[O-].[Pd+2].C(C)(=O)[O-] (palladium acetate), C=1C=CC(=CC1)/C=C/C(=O)/C=C/C2=CC=CC=C2.C=1C=CC(=CC1)/C=C/C(=O)/C=C/C2=CC=CC=C2.C=1C=CC(=CC1)/C=C/C(=O)/C=C/C2=CC=CC=C2.[Pd].[Pd] (tris(dibenzylideneacetone)dipalladium(0)), C(C)(=O)[O-].[Pd+2].C(C)(=O)[O-] (palladium acetate). The solvent is C1(=CC=CC=C1)C (toluene), C(C)(=O)OCC (ethyl acetate). Product: N1(CCC2=CC=CC=C12)C1=CC(=C(C(=O)OC(C)(C)C)C=C1)[N+](=O)[O-] (tert-butyl 4-(indolin-1-yl)-2-nitrobenzoate). As a reaction SMILES: Br[C:2]1[CH:14]=[CH:13][C:5]([C:6]([O:8][C:9]([CH3:12])([CH3:11])[CH3:10])=[O:7])=[C:4]([N+:15]([O-:17])=[O:16])[CH:3]=1.[NH:18]1[C:26]2[C:21](=[CH:22][CH:23]=[CH:24][CH:25]=2)[CH2:20][CH2:19]1.C(=O)([O-])[O-].[Cs+].[Cs+].C(O)(=O)CC(CC(O)=O)(C(O)=O)O>C1C=CC(/C=C/C(/C=C/C2C=CC=CC=2)=O)=CC=1.C1C=CC(/C=C/C(/C=C/C2C=CC=CC=2)=O)=CC=1.C1C=CC(/C=C/C(/C=C/C2C=CC=CC=2)=O)=CC=1.[Pd].[Pd].C([O-])(=O)C.[Pd+2].C([O-])(=O)C.C(OCC)(=O)C.C1(C)C=CC=CC=1>[N:18]1([C:2]2[CH:14]=[CH:13][C:5]([C:6]([O:8][C:9]([CH3:12])([CH3:11])[CH3:10])=[O:7])=[C:4]([N+:15]([O-:17])=[O:16])[CH:3]=2)[C:26]2[C:21](=[CH:22][CH:23]=[CH:24][CH:25]=2)[CH2:20][CH2:19]1 |f:2.3.4,6.7.8.9.10,11.12.13|. Procedure details: To toluene 30 mL solution of tert-butyl 4-bromo-2-nitrobenzoate 3.0 g were added indoline 2.1 mL, cesium carbonate 8.0 g,2-dicyclohexylphosphino-2′,4′,6′-triisopropylbiphenyl 0.29 g, tris(dibenzylideneacetone)dipalladium(0) 0.11 g and palladium acetate 55 mg at room temperature, and it was heated and refluxed under nitrogen atmosphere for 3 hours and 30 minutes. After the reaction mixture was cooled to room temperature,2-dicyclohexylphosphino-2′,4′,6′-triisopropylbiphenyl 0.29 g, tris(dibenzylid...